Dataset: the Open Reaction Database (ORD), a public repository of structured organic reaction records. Task: describe an organic reaction: reactants, conditions, products, and yield Reactants: IC=1SC(=CC1)C=1SC(=CC1)C=1SC=CC1 (2-iodo(5,2′:5′,2″-terthiophene)), BrN1C(CCC1=O)=O (N-bromosuccinimide). Run in CO (methanol). Reaction conditions: time 12 hour. The product is IC=1SC(=CC1)C=1SC(=CC1)C=1SC(=CC1)Br (2-iodo-5″-bromo(5,2′:5′,2″-terthiophene)). The yield is 95.0%. As a reaction SMILES: [I:1][C:2]1[S:3][C:4]([C:7]2[S:8][C:9]([C:12]3[S:13][CH:14]=[CH:15][CH:16]=3)=[CH:10][CH:11]=2)=[CH:5][CH:6]=1.[Br:17]N1C(=O)CCC1=O>CO>[I:1][C:2]1[S:3][C:4]([C:7]2[S:8][C:9]([C:12]3[S:13][C:14]([Br:17])=[CH:15][CH:16]=3)=[CH:10][CH:11]=2)=[CH:5][CH:6]=1. Reported procedure: 100 mg (0.27 mmol) of 2-iodo(5,2′:5′,2″-terthiophene) (1) obtained above in the first step of example 1 were diluted in 100 ml of methanol at 0° C. 2 equivalents of N-bromosuccinimide (NBS, 95 mg, 0.53 mmol) were then added. The mixture was left stirring, in the dark for 12 h. The solvent was then evaporated under reduced pressure. The crude product of the reaction was then purified by column chromatography using, as eluent, petroleum ether then a petroleum ether/dichloromethane (5/1: v/v) mixtu... The reactants are OC1=C(C=C(C=C1)O)C(C)CCCC1=CC=CC=C1 (2-(2',5'-dihydroxyphenyl)-5-phenylpentane), C(=O)(OCC)C1C(CCCC1)=O (2-carboethoxycyclohexanone), P(=O)(Cl)(Cl)Cl (phosphorus oxychloride). The product is OC1=CC2=C(OC(C3=C2CCCC3)=O)C=C1C(CCCC1=CC=CC=C1)C (7,8,9,10-Tetrahydro-2-hydroxy-3-(1-methyl-4-phenylbutyl)-6-oxo-6H-dibenzo[b,d]pyran). RXN SMILES: [OH:1][C:2]1[CH:7]=[CH:6][C:5]([OH:8])=[CH:4][C:3]=1[CH:9]([CH2:11][CH2:12][CH2:13][C:14]1[CH:19]=[CH:18][CH:17]=[CH:16][CH:15]=1)[CH3:10].[C:20]([CH:25]1[CH2:30][CH2:29][CH2:28][CH2:27][C:26]1=O)(OCC)=[O:21].P(Cl)(Cl)(Cl)=O>>[OH:1][C:2]1[C:3]([CH:9]([CH3:10])[CH2:11][CH2:12][CH2:13][C:14]2[CH:15]=[CH:16][CH:17]=[CH:18][CH:19]=2)=[CH:4][C:5]2[O:8][C:20](=[O:21])[C:25]3[CH2:30][CH2:29][CH2:28][CH2:27][C:26]=3[C:6]=2[CH:7]=1. Procedure: A mixture of 5.0 g. (19.5 mmoles) of 2-(2',5'-dihydroxyphenyl)-5-phenylpentane, 3.4 g. (21.7 mmoles) 2-carboethoxycyclohexanone and 1.78 ml. (19.5 mmoles) of phosphorus oxychloride was stirred for five days under a nitrogen atmosphere. The solidified reaction mixture was dissolved in 175 ml. of chloroform, washed with 3×50 ml. of water and 50 ml. of saturated sodium bicarbonate solution, dried (MgSO4) and evaporated to dryness at reduced pressure to obtain 13.8 g. of a partially crystalline soli... The reactants are CCCCCCCCCCCCCCCC(=O)OC[C@H](COP(=O)([O-])OCC[N+](C)(C)C)OC(=O)CCCCCCCCCCCCCCC (DPPC), CC(C)CCC[C@@H](C)[C@H]1CC[C@H]2[C@@H]3CC=C4C[C@@H](O)CC[C@]4(C)[C@H]3CC[C@]12C (cholesterol), CCCCCCCCCCCCCCCC(=O)OCC(COP(=O)(O)OCC(CO)O)OC(=O)CCCCCCCCCCCCCCC (DPPG), CCC=1C=CC=C(C1N(COC)C(=O)CCl)CC.CCN(CC)CCOC=1C=CC(=CC1)CC=2C=CC=CC2.Cl (Alachlor DPPE), dye solution, mixture, C(Cl)(Cl)Cl.C(C)(C)OC(C)C.CO (chloroform isopropyl ether methanol). Solvent: solvent. Conditions: temperature 45 celsius. Yields the product CCC=1C=CC=C(C1N(COC)C(=O)CCl)CC (Alachlor). Reaction SMILES: CCCCCCCCCCCCCCCC(OC[C@@H](OC(CCCCCC[CH2:42][CH2:43][CH2:44][CH2:45][CH2:46][CH2:47][CH2:48][CH2:49][CH3:50])=O)COP(OCC[N+](C)(C)C)([O-])=O)=O.CC(CCC[C@H]([C@@H]1[C@]2(C)[C@H]([C@H]3[C@H](CC2)[C@]2(C)C(C[C@H](CC2)O)=CC3)CC1)C)C.CCCCCCCCCCCCCCCC(OCC(OC(CCCCCCCCCCCCCCC)=O)COP(OCC(O)CO)(O)=O)=O.CCC1C=CC=C(CC)[C:135]=1[N:136]([C:140]([CH2:142][Cl:143])=[O:141])[CH2:137][O:138][CH3:139].CCN(CCOC1C=CC(CC2C=CC=CC=2)=CC=1)CC.Cl.C(Cl)(Cl)Cl.C(OC(C)C)(C)C.CO>>[CH3:50][CH2:49][C:48]1[CH:47]=[CH:46][CH:45]=[C:44]([CH2:43][CH3:42])[C:135]=1[N:136]([C:140]([CH2:142][Cl:143])=[O:141])[CH2:137][O:138][CH3:139] |f:3.4.5,6.7.8|. Procedure details: Liposomes were formed by the reversed-phase evaporation method, as described in Szoka, et al., Biochim. Biophys. Acta, 601 (1980) 559, and O'Connell, et al., Anal. Chem., 31 (1985) 142, the disclosures of which are hereby incorporated by reference, from a mixture of DPPC, cholesterol, DPPG, and Alachlor-DPPE conjugate in a molar ration of 5:5:0.5:0.01. Forty-three μmol of this mixture were dissolved in 4.2 ml of a solvent mixture containing chloroform-isopropyl ether-methanol (6:6:1,v/v). This s... Reactants: NC1=NC(=C2N=CN(C2=N1)CCC1COC(OC1)(C)C)Cl (2-Amino-6-chloro-9-[2-(2,2-dimethyl-1,3-dioxan-5-yl)-ethyl]purine), [OH-].[Na+] (sodium hydroxide). The solvent is Cl (hydrochloric acid). The product is OCC(CCN1C=2N=C(NC(C2N=C1)=O)N)CO (9-(4-hydroxy-3-hydroxymethylbut-1-yl)guanine). Yield: 72.0%. As a reaction SMILES: [NH2:1][C:2]1[N:10]=[C:9]2[C:5]([N:6]=[CH:7][N:8]2[CH2:11][CH2:12][CH:13]2[CH2:18][O:17]C(C)(C)[O:15][CH2:14]2)=[C:4](Cl)[N:3]=1.[OH-:22].[Na+]>Cl>[OH:15][CH2:14][CH:13]([CH2:18][OH:17])[CH2:12][CH2:11][N:8]1[CH:7]=[N:6][C:5]2[C:4](=[O:22])[NH:3][C:2]([NH2:1])=[N:10][C:9]1=2 |f:1.2|. Reported procedure: 2-Amino-6-chloro-9-[2-(2,2-dimethyl-1,3-dioxan-5-yl)-ethyl]purine (3.74 g, 12 mmol) in hydrochloric acid (2.0M, 12 ml) was heated under reflux for 1.5 hours. The solution was neutralised with aqueous sodium hydroxide (10%) and then allowed to cool. The solution was filtered and the solid washed with water to afford 9-(4-hydroxy-3-hydroxymethylbut-1-yl)guanine as a white crystalline solid (2.18 g, 72%), m.p. 275-277° C.; (Found: C, 47.31; H, 6.02; N, 27.81%; C10H15N5O3 requires C, 47.43; H, 5.97;... Starting materials: Cl (hydrogen chloride), O[C@@H]1C[C@H](NC1)C(=O)O (trans-4-hydroxy-L-proline), CO (methanol). Reaction conditions: temperature 22 celsius, time 24 hour. Yields the product Cl.O[C@@H]1C[C@H](NC1)C(=O)OC (trans-4-Hydroxy-L-proline, methyl ester, hydrochloride). The yield is 92.0%. RXN SMILES: [ClH:1].[OH:2][C@H:3]1[CH2:7][NH:6][C@H:5]([C:8]([OH:10])=[O:9])[CH2:4]1.[CH3:11]O>>[ClH:1].[OH:2][C@H:3]1[CH2:7][NH:6][C@H:5]([C:8]([O:10][CH3:11])=[O:9])[CH2:4]1 |f:3.4|. Procedure: To a freshly prepared sat. solution of hydrogen chloride in methanol (100 ml) was added trans-4-hydroxy-L-proline (10.0 g, 76.26 mmol). The resulting mixture was stirred at 22° C. for 24 h, concentrated in vacuo and triturated with acetone at 0° C. Filtration afforded the title compound (12.8 g, 92%) as a white solid. Starting materials: OC1=C(C=O)C=CC(=C1)N(CC)CC (2-hydroxy-4-(diethylamino)benzaldehyde), C(=O)([O-])[O-].[K+].[K+] (K2CO3), C(C)I (ethyl iodide). The solvent is CN(C)C=O (DMF). Reaction conditions: time 2 day. Yields the product C(C)OC1=C(C=O)C=CC(=C1)N(CC)CC (2-ethoxy-4-(diethylamino)benzaldehyde). Reaction SMILES: [OH:1][C:2]1[CH:9]=[C:8]([N:10]([CH2:13][CH3:14])[CH2:11][CH3:12])[CH:7]=[CH:6][C:3]=1[CH:4]=[O:5].C([O-])([O-])=O.[K+].[K+].[CH2:21](I)[CH3:22]>CN(C=O)C>[CH2:21]([O:1][C:2]1[CH:9]=[C:8]([N:10]([CH2:13][CH3:14])[CH2:11][CH3:12])[CH:7]=[CH:6][C:3]=1[CH:4]=[O:5])[CH3:22] |f:1.2.3|. Procedure: To a mixture of 2-hydroxy-4-(diethylamino)benzaldehyde (10.0 g, 51.75 mmol), K2CO3 (14.3 g) and DMF (150 ml) at room temperature was added ethyl iodide (4.1 ml). The reaction mixture as stirred for about two days, filtered and the filtrate was concentrated in vacuo. The residue was partitioned between ether and saturated Na2CO3, and the organic layer was separated, dried over MgSO4, treated with charcoal, filtered and concentrated in vacuo. The solid product was recrystallized from hexane to aff... The reactants are [Al+3], CC1(C)COC(c2ccccc2-c2ccc(C(=O)O)cc2)=N1, [H-], [H-], [H-], [H-], [Li+], C1CCOC1, O. Product: CC1(C)COC(c2ccccc2-c2ccc(CO)cc2)=N1. As a reaction SMILES: [Al+3:3].[CH3:7][C:8]1([CH3:28])[N:9]=[C:10]([c:13]2[c:14](-[c:19]3[cH:20][cH:21][c:22]([C:25](=[O:26])[OH:27])[cH:23][cH:24]3)[cH:15][cH:16][cH:17][cH:18]2)[O:11][CH2:12]1.[H-:1].[H-:4].[H-:5].[H-:6].[Li+:2].[O:30]1[CH2:31][CH2:32][CH2:33][CH2:34]1.[OH2:29]>>[CH3:7][C:8]1([CH3:28])[N:9]=[C:10]([c:13]2[c:14](-[c:19]3[cH:20][cH:21][c:22]([CH2:25][OH:26])[cH:23][cH:24]3)[cH:15][cH:16][cH:17][cH:18]2)[O:11][CH2:12]1. The reactants are BrC=1C=C(NC=2C3=C(N=CN2)C=NC(=C3)F)C=CC1 (4-(3-bromoanilino)-6-fluoropyrido[3,4-d]pyrimidine), C[O-].[Na+] (sodium methoxide). Product: BrC=1C=C(NC=2C3=C(N=CN2)C=NC(=C3)OC)C=CC1 (4-(3-bromoanilino)-6-methoxypyrido[3,4-d]pyrimidine). Procedure: Treatment of 4-(3-bromoanilino)-6-fluoropyrido[3,4-d]pyrimidine (see a previous experimental) at 100° C. in a pressure vessel with sodium methoxide in methanol gives 4-(3-bromoanilino)-6-methoxypyrido[3,4-d]pyrimidine. 1H NMR (DMSO) δ 9.93 (1H, s), 8.94 (1H, s), 8.61 (1H, s), 8.26 (1H, brs), 7.94 (1H, brd, J=7.6 Hz), 7.88 (1H, s), 7.43-7.32 (2H, m), 4.01 (3H, s). Solvent: CO (methanol). As a reaction SMILES: [Br:1][C:2]1[CH:3]=[C:4]([CH:17]=[CH:18][CH:19]=1)[NH:5][C:6]1[C:7]2[CH:15]=[C:14](F)[N:13]=[CH:12][C:8]=2[N:9]=[CH:10][N:11]=1.[CH3:20][O-:21].[Na+]>CO>[Br:1][C:2]1[CH:3]=[C:4]([CH:17]=[CH:18][CH:19]=1)[NH:5][C:6]1[C:7]2[CH:15]=[C:14]([O:21][CH3:20])[N:13]=[CH:12][C:8]=2[N:9]=[CH:10][N:11]=1 |f:1.2|.